This data is from the Open Reaction Database (ORD), a public repository of structured organic reaction records. The task is: describe an organic reaction: reactants, conditions, products, and yield Reactants: Cl, N#Cc1nc(F)cnc1F, C1CCOC1. Product: NC(=O)c1nc(F)cnc1F. RXN SMILES: [ClH:16].[F:1][c:2]1[c:3]([C:9]#[N:10])[n:4][c:5]([F:8])[cH:6][n:7]1.[O:11]1[CH2:12][CH2:13][CH2:14][CH2:15]1>>[F:1][c:2]1[c:3]([C:9]([NH2:10])=[O:11])[n:4][c:5]([F:8])[cH:6][n:7]1. Starting materials: OC(c1ccc(Br)cc1)C(F)F, O=C1NCCC12CCC1(CC2)OCCO1. Yields the product O=C1N(c2ccc(C(O)C(F)F)cc2)CCC12CCC1(CC2)OCCO1. As a reaction SMILES: [Br:16][c:17]1[cH:18][cH:19][c:20]([CH:23]([CH:24]([F:25])[F:26])[OH:27])[cH:21][cH:22]1.[O:1]1[CH2:2][CH2:3][O:4][C:5]12[CH2:6][CH2:7][C:8]1([C:9](=[O:13])[NH:10][CH2:11][CH2:12]1)[CH2:14][CH2:15]2>>[O:1]1[CH2:2][CH2:3][O:4][C:5]12[CH2:6][CH2:7][C:8]1([C:9](=[O:13])[N:10]([c:17]3[cH:18][cH:19][c:20]([CH:23]([CH:24]([F:25])[F:26])[OH:27])[cH:21][cH:22]3)[CH2:11][CH2:12]1)[CH2:14][CH2:15]2. The reactants are COC(=O)CCCCCC(C)(C)C, C1CCOC1, CC(=O)c1ccccc1, [H-], [Na+]. Yields the product CC(C)(C)CCCCCC(=O)CC(=O)c1ccccc1. As a reaction SMILES: [C:3]([CH2:4][CH2:5][CH2:6][CH2:7][CH2:8][C:9]([CH3:10])([CH3:11])[CH3:12])([O:14][CH3:13])=[O:15].[CH2:25]1[O:26][CH2:27][CH2:28][CH2:29]1.[CH3:16][C:17](=[O:18])[c:19]1[cH:20][cH:21][cH:22][cH:23][cH:24]1.[H-:1].[Na+:2]>>[C:3]([CH2:4][CH2:5][CH2:6][CH2:7][CH2:8][C:9]([CH3:10])([CH3:11])[CH3:12])(=[O:14])[CH2:16][C:17](=[O:18])[c:19]1[cH:20][cH:21][cH:22][cH:23][cH:24]1. The reactants are CCOC(CCCNC(=O)N1CCC(c2ccccc2)CC1)OCC, CC(=O)O, CCO, Cl. Product: O=CCCCNC(=O)N1CCC(c2ccccc2)CC1. As a reaction SMILES: [CH2:1]([O:3][CH:4]([O:2][CH2:23][CH3:24])[CH2:5][CH2:6][CH2:7][NH:8][C:9](=[O:10])[N:11]1[CH2:12][CH2:13][CH:14]([c:17]2[cH:18][cH:19][cH:20][cH:21][cH:22]2)[CH2:15][CH2:16]1)[CH3:25].[CH3:26][C:27](=[O:28])[OH:29].[CH3:31][CH2:32][OH:33].[ClH:30]>>[O:3]=[CH:4][CH2:5][CH2:6][CH2:7][NH:8][C:9](=[O:10])[N:11]1[CH2:12][CH2:13][CH:14]([c:17]2[cH:18][cH:19][cH:20][cH:21][cH:22]2)[CH2:15][CH2:16]1. Starting materials: BrC1=C(C=CC=C1)C(CCCCN1CCC(CC1)C=1C=C(C=CC1)NC(C(C)C)=O)=O (N-(3-{1-[5-(2-bromophenyl)-5-oxopentyl]-4-piperidinyl}phenyl)-2-methylpropanamide), Cl.C1(=CC=CC=C1)N(N)C1=CC=CC=C1 (1,1-diphenylhydrazine hydrochloride). Product: BrC1=C(C=CC=C1)C=1N(C2=CC=CC=C2C1CCCN1CCC(CC1)C=1C=C(C=CC1)NC(C(C)C)=O)C1=CC=CC=C1 (N-[3-(1-{3-[2-(2-BROMOPHENYL)-1-PHENYL-1H-INDOL-3-YL]PROPYL}-4-PIPERIDINYL)PHENYL]-2-METHYLPROPANAMIDE). RXN SMILES: [Br:1][C:2]1[CH:7]=[CH:6][CH:5]=[CH:4][C:3]=1[C:8](=O)[CH2:9][CH2:10][CH2:11][CH2:12][N:13]1[CH2:18][CH2:17][CH:16]([C:19]2[CH:20]=[C:21]([NH:25][C:26](=[O:30])[CH:27]([CH3:29])[CH3:28])[CH:22]=[CH:23][CH:24]=2)[CH2:15][CH2:14]1.Cl.[C:33]1([N:39]([C:41]2[CH:46]=[CH:45][CH:44]=[CH:43][CH:42]=2)N)[CH:38]=[CH:37][CH:36]=[CH:35][CH:34]=1>>[Br:1][C:2]1[CH:7]=[CH:6][CH:5]=[CH:4][C:3]=1[C:8]1[N:39]([C:41]2[CH:46]=[CH:45][CH:44]=[CH:43][CH:42]=2)[C:33]2[C:34]([C:9]=1[CH2:10][CH2:11][CH2:12][N:13]1[CH2:18][CH2:17][CH:16]([C:19]3[CH:20]=[C:21]([NH:25][C:26](=[O:30])[CH:27]([CH3:29])[CH3:28])[CH:22]=[CH:23][CH:24]=3)[CH2:15][CH2:14]1)=[CH:35][CH:36]=[CH:37][CH:38]=2 |f:1.2|. Procedure details: Prepared by Procedure E and Scheme M using N-(3-{1-[5-(2-bromophenyl)-5-oxopentyl]-4-piperidinyl}phenyl)-2-methylpropanamide and 1,1-diphenylhydrazine hydrochloride: ESMS m/e: 634 (M+H)+. Reactants: C(C)OC(=O)C1=C(C2=C(C=N1)SC(=N2)C2=CC=CC=C2)O (7-hydroxy-2-phenyl-thiazolo[5,4-c]pyridine-6-carboxylic acid ethyl ester), NCC(=O)O (glycine). The solvent is C[O-].[Na+].CO (sodium methoxide methanol). Conditions: temperature 120 celsius. Product: OC=1C2=C(C=NC1C(=O)NCC(=O)O)SC(=N2)C2=CC=CC=C2 ([(7-Hydroxy-2-phenyl-thiazolo[5,4-c]pyridine-6-carbonyl)-amino]-acetic acid). Isolated yield 75.9%. As a reaction SMILES: C(O[C:4]([C:6]1[N:11]=[CH:10][C:9]2[S:12][C:13]([C:15]3[CH:20]=[CH:19][CH:18]=[CH:17][CH:16]=3)=[N:14][C:8]=2[C:7]=1[OH:21])=[O:5])C.[NH2:22][CH2:23][C:24]([OH:26])=[O:25]>C[O-].[Na+].CO>[OH:21][C:7]1[C:8]2[N:14]=[C:13]([C:15]3[CH:16]=[CH:17][CH:18]=[CH:19][CH:20]=3)[S:12][C:9]=2[CH:10]=[N:11][C:6]=1[C:4]([NH:22][CH2:23][C:24]([OH:26])=[O:25])=[O:5] |f:2.3.4|. Procedure details: A mixture of 7-hydroxy-2-phenyl-thiazolo[5,4-c]pyridine-6-carboxylic acid ethyl ester (31 mg, 0.10 mmol) and glycine (78 mg, 1.04 mmol) in 0.5 M sodium methoxide/methanol (1.7 mL) was heated at 120° C. using a CEM microwave reactor for 30 min before it was cooled to room temperature and concentrated in vacuo. The residue was dissolved in water (18 mL) and extracted twice with dichloromethane. The remaining aqueous layer was acidified to pH=3 with 1N HCl (1.2 mL). The resulting precipitate was fi...